From a dataset of the Open Reaction Database (ORD), a public repository of structured organic reaction records. describe an organic reaction: reactants, conditions, products, and yield Reactants: CC1=CC=C(C=C1)OC (4-methylanisole), C(C1=CC=CC=C1)O (benzyl alcohol), O.C1(=CC=C(C=C1)S(=O)(=O)O)C (p-toluenesulfonic acid monohydrate). The solvent is O (water). Reaction conditions: temperature 167.5 celsius, time 2 hour. The product is C(C1=CC=CC=C1)C1=C(C=CC(=C1)C)OC (2-benyl-4-methylanisole). As a reaction SMILES: [CH3:1][C:2]1[CH:7]=[CH:6][C:5]([O:8][CH3:9])=[CH:4][CH:3]=1.[CH2:10](O)[C:11]1[CH:16]=[CH:15][CH:14]=[CH:13][CH:12]=1.O.C1(C)C=CC(S(O)(=O)=O)=CC=1>O>[CH2:10]([C:4]1[CH:3]=[C:2]([CH3:1])[CH:7]=[CH:6][C:5]=1[O:8][CH3:9])[C:11]1[CH:16]=[CH:15][CH:14]=[CH:13][CH:12]=1 |f:2.3|. Procedure details: A mixture of 4-methylanisole (200 g, 1.64 mol), benzyl alcohol (40.0 g, 0.37 mol) and p-toluenesulfonic acid monohydrate (8.0 g, 0.042 mol) was stirred at 160 to 175° C. for two hours while eliminating water generated by the reaction. After excess 4-methylanisole was distilled off under reduced pressure (inner temperature, 132° C./25 mmHg (3.3 kPa), the residue was dissolved in toluene (50 ml) and then the organic layer was successively washed with water (20 ml), 10% aqueous caustic soda (20 ml)... The reactants are C(C)OC(C(=O)NC1=CC=C(C=C1)C1=NC=C(C(=N1)O)C(=O)O)=O (2-[4-[(2-ethoxy-1,2-dioxoethyl)amino]phenyl]-4-hydroxy-5-pyrimidine carboxylic acid), C(=O)(N1C=NC=C1)N1C=NC=C1 (carbonyldiimidazole), CN(C=O)C (dimethylformamide). Solvent: CCOCC (ether). Run at time 1.5 hour. Yields the product [N-]1C=NC=C1.C(C)OC(C(=O)NC1=CC=C(C=C1)C1=NC=C(C(=N1)O)C(=O)O)=O (2-[4-[(2-ethoxy-1,2-dioxoethyl)amino]phenyl]-4-hydroxy-5-pyrimidine carboxylic acid imidazolide). Yield: 70.3%. As a reaction SMILES: [CH2:1]([O:3][C:4](=[O:24])[C:5]([NH:7][C:8]1[CH:13]=[CH:12][C:11]([C:14]2[N:19]=[C:18]([OH:20])[C:17]([C:21]([OH:23])=[O:22])=[CH:16][N:15]=2)=[CH:10][CH:9]=1)=[O:6])[CH3:2].C(N1C=CN=C1)(N1C=CN=C1)=O.CN(C)C=O>CCOCC>[N-:19]1[CH:18]=[CH:17][N:15]=[CH:14]1.[CH2:1]([O:3][C:4](=[O:24])[C:5]([NH:7][C:8]1[CH:9]=[CH:10][C:11]([C:14]2[N:19]=[C:18]([OH:20])[C:17]([C:21]([OH:23])=[O:22])=[CH:16][N:15]=2)=[CH:12][CH:13]=1)=[O:6])[CH3:2] |f:4.5|. Procedure details: A mixture of 5.96 g (18 mmol) of the above pyrimidine acid, 4.37 g (27 mmol) of carbonyldiimidazole, and 90 ml of dimethylformamide is stirred at 60° for 10 min and at room temperature for 1.5 hrs. The reaction mixture is diluted with 100 ml of ether and the solid filtered, washed with ether, and dried to give 2.52 g of 2-[4-[(2-ethoxy-1,2-dioxoethyl)amino]phenyl]-4-hydroxy-5-pyrimidine carboxylic acid imidazolide. The filtrate is treated with 150 ml of ether and another 1.32 g of imidazolide is... Reactants: Cl.C(C)C1=C(C=CC=C1F)N1CCNCC1 (1-(2-ethyl-3-fluoro-phenyl)-piperazine hydrochloride), O=C1CCC=2C=CC(=NC2N1)OCCCC=O (4-(7-oxo-5,6,7,8-tetrahydro-[1,8]naphthyridin-2-yloxy)-butyraldehyde). Product: C(C)C1=C(C=CC=C1F)N1CCN(CC1)CCCCOC1=CC=C2CCC(NC2=N1)=O (7-{4-[4-(2-Ethyl-3-fluoro-phenyl)-piperazin-1-yl]-butoxy}-3,4-dihydro-1H-[1,8]naphthyridin-2-one). Reaction SMILES: Cl.[CH2:2]([C:4]1[C:9]([F:10])=[CH:8][CH:7]=[CH:6][C:5]=1[N:11]1[CH2:16][CH2:15][NH:14][CH2:13][CH2:12]1)[CH3:3].[O:17]=[C:18]1[NH:27][C:26]2[N:25]=[C:24]([O:28][CH2:29][CH2:30][CH2:31][CH:32]=O)[CH:23]=[CH:22][C:21]=2[CH2:20][CH2:19]1>>[CH2:2]([C:4]1[C:9]([F:10])=[CH:8][CH:7]=[CH:6][C:5]=1[N:11]1[CH2:12][CH2:13][N:14]([CH2:32][CH2:31][CH2:30][CH2:29][O:28][C:24]2[N:25]=[C:26]3[C:21]([CH2:20][CH2:19][C:18](=[O:17])[NH:27]3)=[CH:22][CH:23]=2)[CH2:15][CH2:16]1)[CH3:3] |f:0.1|. Procedure: In a manner similar to that of other examples above, 1-(2-ethyl-3-fluoro-phenyl)-piperazine hydrochloride was coupled by reductive amination to 4-(7-oxo-5,6,7,8-tetrahydro-[1,8]naphthyridin-2-yloxy)-butyraldehyde followed by typical workup and purification to give the title compound. MS: APCI: M+1: 427.2 (Exact Mass: 426.24). Reactants: [BH4-], CC(C)(C)OC(=O)NCC(NC(=O)OCc1ccccc1)C(=O)O, CC(C)COC(=O)Cl, C1CCOC1, CN1CCOCC1, [Na+]. The product is CC(C)(C)OC(=O)NCC(CO)NC(=O)OCc1ccccc1. RXN SMILES: [BH4-:40].[CH2:1]([c:2]1[cH:3][cH:4][cH:5][cH:6][cH:7]1)[O:8][C:9](=[O:10])[NH:11][CH:12]([C:13](=[O:14])[OH:15])[CH2:16][NH:17][C:18](=[O:19])[O:20][C:21]([CH3:22])([CH3:23])[CH3:24].[CH2:32]([O:33][C:34]([Cl:35])=[O:36])[CH:37]([CH3:38])[CH3:39].[CH2:42]1[O:43][CH2:44][CH2:45][CH2:46]1.[CH3:25][N:26]1[CH2:27][CH2:28][O:29][CH2:30][CH2:31]1.[Na+:41]>>[CH2:1]([c:2]1[cH:3][cH:4][cH:5][cH:6][cH:7]1)[O:8][C:9](=[O:10])[NH:11][CH:12]([CH2:13][OH:14])[CH2:16][NH:17][C:18](=[O:19])[O:20][C:21]([CH3:22])([CH3:23])[CH3:24]. Reactants: C(C)(C)N=C=N (isopropylcarbodiimide), C1(C=2C(C(N1)=O)=CC=CC2)=O.[K] (potassium phthalimide), chloromethylated polystyrene. The solvent is CN(C=O)C (dimethylformamide). The product is C1(C=2C(C(N1)=O)=CC=CC2)=O (phthalimide). Yield: 115.4%. RXN SMILES: C(N=C=N)(C)C.[C:7]1(=[O:17])[NH:11][C:10](=[O:12])[C:9]2=[CH:13][CH:14]=[CH:15][CH:16]=[C:8]12.[K]>CN(C)C=O>[C:7]1(=[O:17])[NH:11][C:10](=[O:12])[C:9]2=[CH:13][CH:14]=[CH:15][CH:16]=[C:8]12 |f:1.2,^1:17|. Procedure: The resin-bound isopropylcarbodiimide, utilized in the procedures described in Examples 1-3 hereinabove, is prepared as follows: A mixture of 31.8 grams of potassium phthalimide, 25 grams of chloromethylated polystyrene resin (having 2% cross-linking and containing 2.75 milliequivalents of chlorine per gram of resin) and 250 ml. dimethylformamide is stirred at 100° C. for 5.5 hours. The mixture is cooled, filtered, and the insoluble resin product is washed with dimethylformamide, water, and ethe... The reactants are ClC=1C(=NC2=CC=C(C=C2N1)Cl)C(=O)OCC (3,6-dichloro-2-quinoxalinecarboxylic acid, ethyl ester), ClC=1C=C2NC(C(=NC2=CC1)C(=O)OCC)=O (6-chloro-3,4-dihydro-3-oxo-2-quinoxalinecarboxylic acid, ethyl ester). The product is ClC=1C(=NC2=CC=C(C=C2N1)OC)C(=O)OCC (3-Chloro-6-methoxy-2-quinoxalinecarboxylic acid, ethyl ester). RXN SMILES: [Cl:1][C:2]1[C:3]([C:13]([O:15][CH2:16][CH3:17])=[O:14])=[N:4][C:5]2[C:10]([N:11]=1)=[CH:9][C:8](Cl)=[CH:7][CH:6]=2.ClC1C=C2C(=CC=1)N=C([C:29](OCC)=[O:30])C(=O)N2>>[Cl:1][C:2]1[C:3]([C:13]([O:15][CH2:16][CH3:17])=[O:14])=[N:4][C:5]2[C:10]([N:11]=1)=[CH:9][C:8]([O:30][CH3:29])=[CH:7][CH:6]=2. Procedure details: In a similar manner, 3,6-dichloro-2-quinoxalinecarboxylic acid, ethyl ester, m.p. 63°-65°, was prepared from 6-chloro-3,4-dihydro-3-oxo-2-quinoxalinecarboxylic acid, ethyl ester (Example 12a) (73%).